The task is: describe an organic reaction: reactants, conditions, products, and yield. This data is from the Open Reaction Database (ORD), a public repository of structured organic reaction records. Reactants: COc1cc(Br)c2[nH]ncc2c1, [Li]C(C)(C)C, CN(C)C=O, [H-], [Na+], C1CCOC1. The product is COc1cc(C=O)c2[nH]ncc2c1. Reaction SMILES: [Br:1][c:2]1[cH:3][c:4]([O:11][CH3:12])[cH:5][c:6]2[cH:7][n:8][nH:9][c:10]12.[C:15]([Li:16])([CH3:17])([CH3:18])[CH3:19].[CH3:20][N:21]([CH:22]=[O:23])[CH3:24].[H-:13].[Na+:14].[O:25]1[CH2:26][CH2:27][CH2:28][CH2:29]1>>[c:2]1([CH:22]=[O:23])[cH:3][c:4]([O:11][CH3:12])[cH:5][c:6]2[cH:7][n:8][nH:9][c:10]12.